describe an organic reaction: reactants, conditions, products, and yield From a dataset of the Open Reaction Database (ORD), a public repository of structured organic reaction records. RXN SMILES: [C:1]([O:4][CH2:5][CH2:6][N:7]1[C:15]([CH2:16][N:17]2[CH2:22][CH2:21][CH:20]([C:23]([OH:26])([CH3:25])[CH3:24])[CH2:19][CH2:18]2)=[N:14][C:13]2[C:8]1=[N:9][C:10](Cl)=[N:11][C:12]=2[N:27]1[CH2:32][CH2:31][O:30]CC1)(=O)[CH3:2].C1(S([N:43]2[C:51]3[C:46](=[CH:47][CH:48]=[CH:49][CH:50]=3)[C:45](B(O)O)=[CH:44]2)(=O)=O)C=CC=CC=1.C([O-])([O-])=O.[Na+].[Na+].[OH-].[Na+]>C1(C)C=CC=CC=1.C(O)C.CCOC(C)=O.O.C1C=CC([P]([Pd]([P](C2C=CC=CC=2)(C2C=CC=CC=2)C2C=CC=CC=2)([P](C2C=CC=CC=2)(C2C=CC=CC=2)C2C=CC=CC=2)[P](C2C=CC=CC=2)(C2C=CC=CC=2)C2C=CC=CC=2)(C2C=CC=CC=2)C2C=CC=CC=2)=CC=1>[OH:30][CH2:31][CH2:32][N:27]1[C:15]([CH2:16][N:17]2[CH2:18][CH2:19][CH:20]([C:23]([OH:26])([CH3:24])[CH3:25])[CH2:21][CH2:22]2)=[N:14][C:13]2[C:12]1=[N:11][C:10]([C:45]1[C:46]3[C:51](=[CH:50][CH:49]=[CH:48][CH:47]=3)[NH:43][CH:44]=1)=[N:9][C:8]=2[N:7]1[CH2:2][CH2:1][O:4][CH2:5][CH2:6]1 |f:2.3.4,5.6,^1:83,85,104,123|. Run at temperature 95 celsius, time 18 hour. Solvent: C(C)O (ethanol), C1(=CC=CC=C1)C (toluene), C(C)O (ethanol), CCOC(=O)C (EtOAc), O (water). Product: OCCN1C2=NC(=NC(=C2N=C1CN1CCC(CC1)C(C)(C)O)N1CCOCC1)C1=CNC2=CC=CC=C12 (2-(1-((9-(2-hydroxyethyl)-2-(1H-indol-3-yl)-6-morpholino-9H-purin-8-yl)methyl)piperidin-4-yl)propan-2-ol). The reagents and catalysts are C=1C=CC(=CC1)[P](C=2C=CC=CC2)(C=3C=CC=CC3)[Pd]([P](C=4C=CC=CC4)(C=5C=CC=CC5)C=6C=CC=CC6)([P](C=7C=CC=CC7)(C=8C=CC=CC8)C=9C=CC=CC9)[P](C=1C=CC=CC1)(C=1C=CC=CC1)C=1C=CC=CC1 (Pd(PPh3)4). Reported procedure: To a degassed suspension of 2-(2-chloro-8-((4-(2-hydroxypropan-2-yl)piperidin-1-yl)methyl)-6-morpholino-9H-purin-9-yl)ethyl acetate (110 mg, 0.23 mmol), 1-(phenylsulfonyl)-3-indoleboronic acid (83 mg, 0.27 mmol), 2 M Na2CO3 aqueous solution (0.23 mL, 0.46 mmol) in toluene (3 mL) and ethanol (1 mL) was added Pd(PPh3)4 (10 mg, 0.009 mmol). The suspension was then stirred under nitrogen at 95° C. for 18 hours. The reaction mixture was then diluted with EtOAc and water. The layers were then separate... The yield is 26.8%. Reactants: C(C)(=O)OCCN1C2=NC(=NC(=C2N=C1CN1CCC(CC1)C(C)(C)O)N1CCOCC1)Cl (2-(2-chloro-8-((4-(2-hydroxypropan-2-yl)piperidin-1-yl)methyl)-6-morpholino-9H-purin-9-yl)ethyl acetate), C1(=CC=CC=C1)S(=O)(=O)N1C=C(C2=CC=CC=C12)B(O)O (1-(phenylsulfonyl)-3-indoleboronic acid), C(=O)([O-])[O-].[Na+].[Na+] (Na2CO3), aqueous solution, [OH-].[Na+] (NaOH). Yields the product O=C1NC(C2=C(N1)C(COC2)C2=CC=C(C#N)C=C2)=O (4-(2,4-dioxo-2,3,4,5,7,8-hexahydro-1H-pyrano[4,3-d]pyrimidin-8-yl)benzonitrile). Reactants: O=C1OC2=C(C(N1)=O)COCC2C2=CC=C(C#N)C=C2 (4-(2,4-dioxo-2,3,4,5,7,8-hexahydropyrano[3,4-e][1,3]oxazin-8-yl)benzonitrile), [OH-].[NH4+] (ammonium hydroxide). RXN SMILES: [O:1]=[C:2]1[NH:7][C:6](=[O:8])[C:5]2[CH2:9][O:10][CH2:11][CH:12]([C:13]3[CH:20]=[CH:19][C:16]([C:17]#[N:18])=[CH:15][CH:14]=3)[C:4]=2O1.[OH-].[NH4+:22]>>[O:1]=[C:2]1[NH:22][C:4]2[CH:12]([C:13]3[CH:20]=[CH:19][C:16]([C:17]#[N:18])=[CH:15][CH:14]=3)[CH2:11][O:10][CH2:9][C:5]=2[C:6](=[O:8])[NH:7]1 |f:1.2|. Procedure: 4-(2,4-dioxo-2,3,4,5,7,8-hexahydropyrano[3,4-e][1,3]oxazin-8-yl)benzonitrile (Intermediate AA(3)) was reacted as described in Intermediate X(4) with ammonium hydroxide to give 4-(2,4-dioxo-2,3,4,5,7,8-hexahydro-1H-pyrano[4,3-d]pyrimidin-8-yl)benzonitrile (Intermediate AA(4)). LC-MS (M−H)+=270.2. Starting materials: C(C1=CC=CC=C1)(C1=CC=CC=C1)(C1=CC=CC=C1)OC[C@@H]1[C@@H]([C@@H]([C@H]([C@H](O1)OC[C@@H](COCCCCCCCCCCCCCC)OCCCCCCCCCCCCCC)O)O)O (3-O-(6-O-trityl-α-D-galactopyranosyl)-1,2-di-O-tetradecyl-Sn-glycerol). Run in C(C)(=O)OC(C)=O (acetic anhydride), N1=CC=CC=C1 (pyridine). Run at time 24 hour. Yields the product C(C)(=O)O[C@H]1[C@H](O[C@@H]([C@@H]([C@@H]1OC(C)=O)OC(C)=O)COC(C1=CC=CC=C1)(C1=CC=CC=C1)C1=CC=CC=C1)OC[C@@H](COCCCCCCCCCCCCCC)OCCCCCCCCCCCCCC (3-O-(2,3,4-tri-O-acetyl-6-O-trityl-α-D-galactopyranosyl)-1,2-di-O-tetradecyl-Sn-glycerol). Yield: 192.9%. RXN SMILES: [C:1]([O:20][CH2:21][C@H:22]1[O:27][C@H:26]([O:28][CH2:29][C@H:30]([O:47][CH2:48][CH2:49][CH2:50][CH2:51][CH2:52][CH2:53][CH2:54][CH2:55][CH2:56][CH2:57][CH2:58][CH2:59][CH2:60][CH3:61])[CH2:31][O:32][CH2:33][CH2:34][CH2:35][CH2:36][CH2:37][CH2:38][CH2:39][CH2:40][CH2:41][CH2:42][CH2:43][CH2:44][CH2:45][CH3:46])[C@H:25]([OH:62])[C@@H:24]([OH:63])[C@H:23]1[OH:64])([C:14]1[CH:19]=[CH:18][CH:17]=[CH:16][CH:15]=1)([C:8]1[CH:13]=[CH:12][CH:11]=[CH:10][CH:9]=1)[C:2]1[CH:7]=[CH:6][CH:5]=[CH:4][CH:3]=1>C(OC(=O)C)(=O)C.N1C=CC=CC=1>[C:1]([O:62][C@@H:25]1[C@@H:24]([O:63][C:26](=[O:27])[CH3:25])[C@@H:23]([O:64][C:29](=[O:28])[CH3:30])[C@@H:22]([CH2:21][O:20][C:1]([C:2]2[CH:7]=[CH:6][CH:5]=[CH:4][CH:3]=2)([C:8]2[CH:9]=[CH:10][CH:11]=[CH:12][CH:13]=2)[C:14]2[CH:19]=[CH:18][CH:17]=[CH:16][CH:15]=2)[O:27][C@@H:26]1[O:28][CH2:29][C@H:30]([O:47][CH2:48][CH2:49][CH2:50][CH2:51][CH2:52][CH2:53][CH2:54][CH2:55][CH2:56][CH2:57][CH2:58][CH2:59][CH2:60][CH3:61])[CH2:31][O:32][CH2:33][CH2:34][CH2:35][CH2:36][CH2:37][CH2:38][CH2:39][CH2:40][CH2:41][CH2:42][CH2:43][CH2:44][CH2:45][CH3:46])(=[O:20])[CH3:2]. Procedure: 3-O-(6-O-trityl-α-D-galactopyranosyl)-1,2-di-O-tetra-decyl-Sn-glycerol (4) (672 mg) was dissolved in acetic anhydride (3 ml) and pyridine (3 ml). The solution was stirred at room temperature for 24 hours and concentrated in vacuo. The residue was subjected to column chromatography (Wakogel C-300, 70 g) and eluted with 0.5% methanol-containing chloroform to obtain 3-O-(2,3,4-tri-O-acetyl-6-O-trityl-α-D-galactopyranosyl)-1,2-di-O-tetradecyl-Sn-glycerol (5) (740 mg, 96.4%). Reactants: [Br-].ClC1=C(COC2=C(C[P+](C3=CC=CC=C3)(C3=CC=CC=C3)C3=CC=CC=C3)C=C(C=C2)F)C=CC=C1 ([2-(2-chlorobenzyloxy)-5-fluorobenzyl]tri-phenylphosphonium bromide), FC=1C=C(C=C(C1O[Si](C(C)C)(C(C)C)C(C)C)F)CC(CCCCC(=O)OCC)C=O (ethyl 7-(3,5-difluoro-4-triisopropylsilanyloxyphenyl)-6-formylheptanoate). Yields the product FC=1C=C(CC(CCCCC(=O)OCC)C=CC2=C(C=CC(=C2)F)OCC2=C(C=CC=C2)Cl)C=C(C1O[Si](C(C)C)(C(C)C)C(C)C)F (Ethyl 6-(3,5-difluoro-4-triisopropylsilanyloxybenzyl)-8-[5-fluoro-2-(2-chlorobenzyloxy)phenyl]-oct-7-enoate). Reaction SMILES: [Br-].[Cl:2][C:3]1[CH:37]=[CH:36][CH:35]=[CH:34][C:4]=1[CH2:5][O:6][C:7]1[CH:32]=[CH:31][C:30]([F:33])=[CH:29][C:8]=1[CH2:9][P+](C1C=CC=CC=1)(C1C=CC=CC=1)C1C=CC=CC=1.[F:38][C:39]1[CH:40]=[C:41]([CH2:57][CH:58]([CH:68]=O)[CH2:59][CH2:60][CH2:61][CH2:62][C:63]([O:65][CH2:66][CH3:67])=[O:64])[CH:42]=[C:43]([F:56])[C:44]=1[O:45][Si:46]([CH:53]([CH3:55])[CH3:54])([CH:50]([CH3:52])[CH3:51])[CH:47]([CH3:49])[CH3:48]>>[F:38][C:39]1[CH:40]=[C:41]([CH:42]=[C:43]([F:56])[C:44]=1[O:45][Si:46]([CH:47]([CH3:49])[CH3:48])([CH:50]([CH3:52])[CH3:51])[CH:53]([CH3:54])[CH3:55])[CH2:57][CH:58]([CH:68]=[CH:9][C:8]1[CH:29]=[C:30]([F:33])[CH:31]=[CH:32][C:7]=1[O:6][CH2:5][C:4]1[CH:34]=[CH:35][CH:36]=[CH:37][C:3]=1[Cl:2])[CH2:59][CH2:60][CH2:61][CH2:62][C:63]([O:65][CH2:66][CH3:67])=[O:64] |f:0.1|. Reported procedure: Reaction in analogy to Example 21A of [2-(2-chlorobenzyloxy)-5-fluorobenzyl]tri-phenylphosphonium bromide and ethyl 7-(3,5-difluoro-4-triisopropylsilanyloxyphenyl)-6-formylheptanoate results in the title compound with 70% of theory as E/Z mixture (2:1). The reactants are NC=1C(N(C(NC1N)=O)CCC)=O (5,6-diamino-3-propyl-1H-pyrimidine-2,4-dione), C1(CCCC1)C(=O)O (cyclopentane carboxylic acid), Cl.C(C)N=C=NCCCN(C)C (1-ethyl-3(3′-dimethylaminopropyl) carbodiimide hydrochloride). Run in CO (methanol). Run at temperature 0 celsius, time 8 hour. The product is NC1=C(C(N(C(N1)=O)CCC)=O)NC(=O)C1CCCC1 (Cyclopentane carboxylic acid (6-amino-2,4-dioxo-3-propyl-1,2,3,4-tetra hydro-pyrimidin-5-yl)-amide). RXN SMILES: [NH2:1][C:2]1[C:3](=[O:13])[N:4]([CH2:10][CH2:11][CH3:12])[C:5](=[O:9])[NH:6][C:7]=1[NH2:8].[CH:14]1([C:19](O)=[O:20])[CH2:18][CH2:17][CH2:16][CH2:15]1.Cl.C(N=C=NCCCN(C)C)C>CO>[NH2:8][C:7]1[NH:6][C:5](=[O:9])[N:4]([CH2:10][CH2:11][CH3:12])[C:3](=[O:13])[C:2]=1[NH:1][C:19]([CH:14]1[CH2:18][CH2:17][CH2:16][CH2:15]1)=[O:20] |f:2.3|. Procedure details: To a solution of 5,6-diamino-3-propyl-1H-pyrimidine-2,4-dione (0.6 g, 2.72 mmol) in methanol (50 ml) was added cyclopentane carboxylic acid (0.310 g, 2.72 mmol). The reaction mixture was cooled to 0° C. and then 1-ethyl-3(3′-dimethylaminopropyl) carbodiimide hydrochloride (EDCI.HCl) (0.78 g, 4.1 mmol) was added. The resulting reaction mixture was stirred at room temperature overnight. The reaction mixture was concentrated under reduced pressure. The residue was dissolved in water. The solid was ... Reactants: [Ca] (Calcium), OCCNC(C1=CC=C(C=C1)N1C[C@H](CC1)N[C@H](C)C1=CC=CC2=CC=CC=C12)=O (N-(2-hydroxyethyl)-4-[(S)-3-[(R)-1-(naphthalen-1-yl)ethylamino]pyrrolidin-1-yl]benzamide), solution, Cl (hydrochloric acid). Run in C(Cl)Cl (methylene chloride), O1CCOCC1 (dioxane). Product: Cl.OCCNC(C1=CC=C(C=C1)N1C[C@H](CC1)N[C@H](C)C1=CC=CC2=CC=CC=C12)=O (N-(2-hydroxyethyl)-4-[(S)-3-[(R)-1-(naphthalen-1-yl)ethylamino]pyrrolidin-1-yl]benzamide hydrochloride). RXN SMILES: [Ca].[OH:2][CH2:3][CH2:4][NH:5][C:6](=[O:31])[C:7]1[CH:12]=[CH:11][C:10]([N:13]2[CH2:17][CH2:16][C@H:15]([NH:18][C@@H:19]([C:21]3[C:30]4[C:25](=[CH:26][CH:27]=[CH:28][CH:29]=4)[CH:24]=[CH:23][CH:22]=3)[CH3:20])[CH2:14]2)=[CH:9][CH:8]=1.[ClH:32]>C(Cl)Cl.O1CCOCC1>[ClH:32].[OH:2][CH2:3][CH2:4][NH:5][C:6](=[O:31])[C:7]1[CH:12]=[CH:11][C:10]([N:13]2[CH2:17][CH2:16][C@H:15]([NH:18][C@@H:19]([C:21]3[C:30]4[C:25](=[CH:26][CH:27]=[CH:28][CH:29]=4)[CH:24]=[CH:23][CH:22]=3)[CH3:20])[CH2:14]2)=[CH:9][CH:8]=1 |f:5.6|. Reported procedure: To a mixed solution of 7.7 mg of 2-aminoethanol and 50 mg of 4-[(S)-3-[(R)-1-(naphthalen-1-yl)ethylamino]pyrrolidin-1-yl]benzoic acid hydrochloride (the compound obtained in Example 3.001) dissolved in 8 ml of dimethylformamide were added 22.2 mg of 1-hydroxybenzotriazole, 70 μl of triethylamine and 31.4 mg of EDC hydrochloride, and the mixture was stirred at room temperature for 16 hours. The reaction mixture was evaporated, a saturated aqueous sodium bicarbonate solution and chloroform were ad...